This data is from the Open Reaction Database (ORD), a public repository of structured organic reaction records. The task is: describe an organic reaction: reactants, conditions, products, and yield The reactants are BrC1=CC=C(C=C1)SCC(=O)OC(C)(C)C (t-butyl [(4-bromophenyl)thio]acetate), C(C)(C)N(CC)C(C)C (diisopropylethylamine), C1(=CC=CC=C1)P(C1=CC=CC=C1)C1=CC=CC=C1 (triphenylphosphine), C(C=C)(=O)OCC (ethyl acrylate). The reagents and catalysts are C(C)(=O)[O-].[Pd+2].C(C)(=O)[O-] (palladium acetate). Run in C(C)#N (acetonitrile). Product: C(C)(C)(C)OC(=O)CSC1=CC=C(C=CC(=O)OCC)C=C1 (ethyl 4-[[(t-butoxycarbonyl)methyl]thio]cinnamate). Yield: 73.7%. Reaction SMILES: Br[C:2]1[CH:7]=[CH:6][C:5]([S:8][CH2:9][C:10]([O:12][C:13]([CH3:16])([CH3:15])[CH3:14])=[O:11])=[CH:4][CH:3]=1.C(N(C(C)C)CC)(C)C.C1(P(C2C=CC=CC=2)C2C=CC=CC=2)C=CC=CC=1.[C:45]([O:49][CH2:50][CH3:51])(=[O:48])[CH:46]=[CH2:47]>C([O-])(=O)C.[Pd+2].C([O-])(=O)C.C(#N)C>[C:13]([O:12][C:10]([CH2:9][S:8][C:5]1[CH:6]=[CH:7][C:2]([CH:47]=[CH:46][C:45]([O:49][CH2:50][CH3:51])=[O:48])=[CH:3][CH:4]=1)=[O:11])([CH3:16])([CH3:15])[CH3:14] |f:4.5.6|. Procedure: 3.46 g of t-butyl [(4-bromophenyl)thio]acetate was mixed with 8 ml diisopropylethylamine, 0.6 g of triphenylphosphine, 5.2 ml ethyl acrylate and 35 ml acetonitrile to form a solution. 0.26 g of palladium acetate was further added to the solution and refluxed under a stream of argon for 44 hours. The reaction mixture was extracted with ethyl acetate, washed with water. The aqueous layer was further extracted with ethyl acetate. The combined ethyl acetate layers were washed with water and brine, a... Reactants: O=C1CCC(=O)N1Cl, ON=Cc1ccc(F)cc1, CN(C)C=O. The product is ON=C(Cl)c1ccc(F)cc1. As a reaction SMILES: [Cl:1][N:2]1[C:3](=[O:4])[CH2:5][CH2:6][C:7]1=[O:8].[F:9][c:10]1[cH:11][cH:12][c:13]([CH:14]=[N:15][OH:16])[cH:17][cH:18]1.[O:19]=[CH:20][N:21]([CH3:22])[CH3:23]>>[Cl:1][C:14]([c:13]1[cH:12][cH:11][c:10]([F:9])[cH:18][cH:17]1)=[N:15][OH:16]. Reactants: C(C)(C)(C)OC(=O)N1CCN(CCC1)C=1C=CC=C2C=CC=NC12 (4-quinolin-8-yl-[1,4]diazepane-1-carboxylic acid tert-butyl ester), [K+].[Br-] (KBr), 3309w. Product: N1(CCNCCC1)C=1C=CC=C2C=CC=NC12 (8-[1,4]Diazepan-1-yl-quinoline). Yield: 100.0%. RXN SMILES: C(OC([N:8]1[CH2:14][CH2:13][CH2:12][N:11]([C:15]2[CH:16]=[CH:17][CH:18]=[C:19]3[C:24]=2[N:23]=[CH:22][CH:21]=[CH:20]3)[CH2:10][CH2:9]1)=O)(C)(C)C.[K+].[Br-]>>[N:11]1([C:15]2[CH:16]=[CH:17][CH:18]=[C:19]3[C:24]=2[N:23]=[CH:22][CH:21]=[CH:20]3)[CH2:12][CH2:13][CH2:14][NH:8][CH2:9][CH2:10]1 |f:1.2|. Procedure: The title compound was prepared according to the procedure of Example 1, Step 6 except that 4-quinolin-8-yl-[1,4]diazepane-1-carboxylic acid tert-butyl ester was used in place of 4-(2-methoxy-phenyl)-[1,4]diazepane-1-carboxylic acid tert-butyl ester. Yield: 100%; 1H NMR (300 MHz, CDCl3): δ2.05 (pent, J=6.2 Hz, 2H), 3.11 (t, J=5.7, Hz, 2H), 3.31 (t, J=5.6 Hz, 2H), 3.68 (t, J=6.0 Hz, 2H), 3.75 (t, J=6.0 Hz, 2H), 4.47 (brs, 1H), 7.09 (dd, J=1.4, 7.4 Hz, 1H), 7.28-7.39 (m, 3H), 8.02 (dd, J=1.5, 7,5 ...